From a dataset of the Open Reaction Database (ORD), a public repository of structured organic reaction records. describe an organic reaction: reactants, conditions, products, and yield Starting materials: [Cl-].[NH4+] (ammonium chloride), ClC1=CC=C(C=O)C=C1 (4-chlorobenzaldehyde), [Mg] (magnesium), BrCCC=C (4-bromo-1-butene). Solvent: CCOCC (ether), CCOCC (ether). Yields the product ClC1=CC=C(C=C1)C(CCC=C)O (5-(4-chlorophenyl)-pent-1-en-5-ol). Yield: 50.8%. Reaction SMILES: [Cl:1][C:2]1[CH:9]=[CH:8][C:5]([CH:6]=[O:7])=[CH:4][CH:3]=1.[Mg].Br[CH2:12][CH2:13][CH:14]=[CH2:15].[Cl-].[NH4+]>CCOCC>[Cl:1][C:2]1[CH:9]=[CH:8][C:5]([CH:6]([OH:7])[CH2:15][CH2:14][CH:13]=[CH2:12])=[CH:4][CH:3]=1 |f:3.4|. Reported procedure: A solution of 70 g (0.5 mole) of 4-chlorobenzaldehyde in 100 ml of absolute ether is added dropwise to a Grignard solution of 12.2 g (0.5 mole) of magnesium and 67.5 g (0.5 mole) of 4-bromo-1-butene in 350 ml of absolute ether, with stirring, and, when the addition has ended, the mixture is heated at the reflux temperature for 2 hours. The cooled reaction mixture is poured into a mixture of 1 liter of saturated ammonium chloride solution and ice, the organic phase is separated off, washed twice ... Starting materials: FC1=CC=C(C=C1)NC(=O)C=1C=NC(=NC1)S(=O)C (2-methanesulfinylpyrimidine-5-carboxylic acid (4-fluorophenyl)amide), C(CO)(=O)OCC1=CC=CC=C1 (benzyl glycolate), C1CCC2=NCCCN2CC1 (DBU), CC(C)([O-])C.[K+] (potassium tert-butoxide). The solvent is C1CCOC1 (THF), C(C)(=O)OCC.CCCCCC (ethyl acetate hexane). Reaction conditions: time 5 hour. The product is C(C1=CC=CC=C1)OC(COC1=NC=C(C=N1)C(NC1=CC=C(C=C1)F)=O)=O ([5-(4-Fluorophenylcarbamoyl)pyrimidin-2-yloxy]acetic acid benzyl ester). Isolated yield 30.2%. As a reaction SMILES: [F:1][C:2]1[CH:7]=[CH:6][C:5]([NH:8][C:9]([C:11]2[CH:12]=[N:13][C:14](S(C)=O)=[N:15][CH:16]=2)=[O:10])=[CH:4][CH:3]=1.[C:20]([O:24][CH2:25][C:26]1[CH:31]=[CH:30][CH:29]=[CH:28][CH:27]=1)(=[O:23])[CH2:21][OH:22].CC(C)([O-])C.[K+].C1CCN2C(=NCCC2)CC1>C1COCC1.C(OCC)(=O)C.CCCCCC>[CH2:25]([O:24][C:20](=[O:23])[CH2:21][O:22][C:14]1[N:13]=[CH:12][C:11]([C:9](=[O:10])[NH:8][C:5]2[CH:6]=[CH:7][C:2]([F:1])=[CH:3][CH:4]=2)=[CH:16][N:15]=1)[C:26]1[CH:31]=[CH:30][CH:29]=[CH:28][CH:27]=1 |f:2.3,6.7|. Procedure: To a solution of 2-methanesulfinylpyrimidine-5-carboxylic acid (4-fluorophenyl)amide (173 mg, contaminated with 10% sulfone, 0.62 mmol) in THF (6 mL) was added benzyl glycolate (128 μL, 0.90 mmol) followed by potassium tert-butoxide (1 M in THF, 0.3 mL, 0.3 mmol) and DBU (139 μL, 0.93 mmol). The solution was stirred for 5 h, diluted with 50% ethyl acetate/hexane, and passed through a plug of SiO2 followed by washing with 40% ethyl acetate/hexane. The filtrate was concentrated in vacuo, and the r...